Dataset: the Open Reaction Database (ORD), a public repository of structured organic reaction records. Task: describe an organic reaction: reactants, conditions, products, and yield The reactants are NC1=NC(=NC=C1)CCl (4-amino-2-chloromethylpyrimidine), C[O-].[Na+] (sodium methoxide), SCCN1C(C=2C(C1=O)=CC=CC2)=O (N-(2-mercaptoethyl)phthalimide). Run in CO (methanol), CO (methanol). Conditions: time 1 hour. The product is NC1=NC(=NC=C1)CSCCN1C(C=2C(C1=O)=CC=CC2)=O (4-amino-2-[(2-phthalimidoethyl)thiomethyl]pyrimidine). As a reaction SMILES: [NH2:1][C:2]1[CH:7]=[CH:6][N:5]=[C:4]([CH2:8]Cl)[N:3]=1.C[O-].[Na+].[SH:13][CH2:14][CH2:15][N:16]1[C:20](=[O:21])[C:19]2=[CH:22][CH:23]=[CH:24][CH:25]=[C:18]2[C:17]1=[O:26]>CO>[NH2:1][C:2]1[CH:7]=[CH:6][N:5]=[C:4]([CH2:8][S:13][CH2:14][CH2:15][N:16]2[C:20](=[O:21])[C:19]3=[CH:22][CH:23]=[CH:24][CH:25]=[C:18]3[C:17]2=[O:26])[N:3]=1 |f:1.2|. Procedure details: A solution of 4-amino-2-chloromethylpyrimidine (11.6 g.) in methanol (20 ml.) was added over 15 minutes to a stirred mixture of sodium methoxide (4.32 g.), N-(2-mercaptoethyl)phthalimide (16.6 g.) and methanol (100 ml.), and the mixture stirred for 1 hour after the addition was complete and then evaporated to dryness. The residue was partitioned between 1N hydrochloric acid and ethyl acetate, and the aqueous phase separated and neutralised by the addition of sodium bicarbonate. The mixture was e... The reactants are Brc1ccnc2ccsc12, CCOC(=O)CC(=O)OCC, [Cu]Br, [H-], [Na+], C1COCCO1. The product is CCOC(=O)C(C(=O)OCC)c1ccnc2ccsc12. Reaction SMILES: [Br:14][c:15]1[c:16]2[c:17]([n:18][cH:19][cH:20]1)[cH:21][cH:22][s:23]2.[C:3]([CH2:4][C:5](=[O:6])[O:7][CH2:8][CH3:9])(=[O:10])[O:11][CH2:12][CH3:13].[Cu:30][Br:31].[H-:1].[Na+:2].[O:24]1[CH2:25][CH2:26][O:27][CH2:28][CH2:29]1>>[C:3]([CH:4]([C:5](=[O:6])[O:7][CH2:8][CH3:9])[c:15]1[c:16]2[c:17]([n:18][cH:19][cH:20]1)[cH:21][cH:22][s:23]2)(=[O:10])[O:11][CH2:12][CH3:13].